This data is from the Open Reaction Database (ORD), a public repository of structured organic reaction records. The task is: describe an organic reaction: reactants, conditions, products, and yield The reactants are CC(C)N, CSc1nc(Cl)c(-c2c(F)cccc2Cl)c(Cl)n1, ClCCl. The product is CSc1nc(Cl)c(-c2c(F)cccc2Cl)c(NC(C)C)n1. RXN SMILES: [CH3:19][CH:20]([CH3:21])[NH2:22].[Cl:1][c:2]1[n:3][c:4]([S:17][CH3:18])[n:5][c:6]([Cl:16])[c:7]1-[c:8]1[c:9]([Cl:15])[cH:10][cH:11][cH:12][c:13]1[F:14].[Cl:23][CH2:24][Cl:25]>>[c:2]1([NH:22][CH:20]([CH3:19])[CH3:21])[n:3][c:4]([S:17][CH3:18])[n:5][c:6]([Cl:16])[c:7]1-[c:8]1[c:9]([Cl:15])[cH:10][cH:11][cH:12][c:13]1[F:14]. The reactants are (±)-BINAP, CC(C)([O-])C.[Na+] (sodium tert-butoxide), FC1=CC=C(C=C1)Br (4-fluorobromobenzene), O=C1CCN(CC1)C(=O)OC(C)(C)C (tert-butyl 4-oxo-1-piperidmecarboxylate). The reagents and catalysts are C=1C=CC(=CC1)/C=C/C(=O)/C=C/C2=CC=CC=C2.C=1C=CC(=CC1)/C=C/C(=O)/C=C/C2=CC=CC=C2.C=1C=CC(=CC1)/C=C/C(=O)/C=C/C2=CC=CC=C2.[Pd].[Pd] (tris(dibenzylideneacetone)dipalladium(0)). The solvent is C1(=CC=CC=C1)C (toluene). Reaction conditions: time 5 minute. Product: FC1=CC=C(C=C1)C1CN(CCC1=O)C(=O)OC(C)(C)C (tert-butyl 3-(4-fluorophenyl)-4-oxo-1-piperidinecarboxylate). Isolated yield 12.4%. RXN SMILES: CC(C)([O-])C.[Na+].[F:7][C:8]1[CH:13]=[CH:12][C:11](Br)=[CH:10][CH:9]=1.[O:15]=[C:16]1[CH2:21][CH2:20][N:19]([C:22]([O:24][C:25]([CH3:28])([CH3:27])[CH3:26])=[O:23])[CH2:18][CH2:17]1>C1C=CC(/C=C/C(/C=C/C2C=CC=CC=2)=O)=CC=1.C1C=CC(/C=C/C(/C=C/C2C=CC=CC=2)=O)=CC=1.C1C=CC(/C=C/C(/C=C/C2C=CC=CC=2)=O)=CC=1.[Pd].[Pd].C1(C)C=CC=CC=1>[F:7][C:8]1[CH:13]=[CH:12][C:11]([CH:21]2[C:16](=[O:15])[CH2:17][CH2:18][N:19]([C:22]([O:24][C:25]([CH3:28])([CH3:27])[CH3:26])=[O:23])[CH2:20]2)=[CH:10][CH:9]=1 |f:0.1,4.5.6.7.8|. Reported procedure: (±)-BINAP (0.90 g), sodium tert-butoxide (5.02 g), tris(dibenzylideneacetone)dipalladium(0) (0.55 g) and toluene (200 ml) were mixed under nitrogen atmosphere, and 4-fluorobromobenzene (10.54 g), and then tert-butyl 4-oxo-1-piperidmecarboxylate (8.0 g) were added thereto. The mixture was stirred at room temperature for 5 minutes, and then at 60° C. for 7 hours (under nitrogen atmosphere). After cooling to room temperature, the reaction solution was washed with water and saturated brine, dried, a... The reactants are CC(=O)O, CCOC(=O)c1cn(C2CC2F)c2c(Cl)c(Cl)ccc2c1=O, Cl, O. The product is O=C(O)c1cn(C2CC2F)c2c(Cl)c(Cl)ccc2c1=O. As a reaction SMILES: [CH3:23][C:24](=[O:25])[OH:26].[Cl:1][c:2]1[cH:3][cH:4][c:5]2[c:6](=[O:22])[c:7]([C:17](=[O:18])[O:19][CH2:20][CH3:21])[cH:8][n:9]([CH:13]3[CH:14]([F:16])[CH2:15]3)[c:10]2[c:11]1[Cl:12].[ClH:27].[OH2:28]>>[Cl:1][c:2]1[cH:3][cH:4][c:5]2[c:6](=[O:22])[c:7]([C:17](=[O:18])[OH:19])[cH:8][n:9]([CH:13]3[CH:14]([F:16])[CH2:15]3)[c:10]2[c:11]1[Cl:12].